This data is from the Open Reaction Database (ORD), a public repository of structured organic reaction records. The task is: describe an organic reaction: reactants, conditions, products, and yield Starting materials: C(C=C)C1=CC=C(C=2C(C=C(OC21)C(=O)O)=O)OCCC(C)C (8-allyl-5-(3-methyl-n-butoxy)-4-oxo-4H-1-benzopyran-2-carboxylic acid), N1CCCCC1 (piperidine). Solvent: C(C)O (ethanol). The product is N1CCCCC1.C(C=C)C1=CC=C(C=2C(C=C(OC21)C(=O)O)=O)OCCC(C)C (8-allyl-5-(3-methyl-n-butoxy)-4-oxo-4H-1-benzopyran-2-carboxylic acid piperidine salt). As a reaction SMILES: [CH2:1]([C:4]1[C:13]2[O:12][C:11]([C:14]([OH:16])=[O:15])=[CH:10][C:9](=[O:17])[C:8]=2[C:7]([O:18][CH2:19][CH2:20][CH:21]([CH3:23])[CH3:22])=[CH:6][CH:5]=1)[CH:2]=[CH2:3].[NH:24]1[CH2:29][CH2:28][CH2:27][CH2:26][CH2:25]1>C(O)C>[NH:24]1[CH2:29][CH2:28][CH2:27][CH2:26][CH2:25]1.[CH2:1]([C:4]1[C:13]2[O:12][C:11]([C:14]([OH:16])=[O:15])=[CH:10][C:9](=[O:17])[C:8]=2[C:7]([O:18][CH2:19][CH2:20][CH:21]([CH3:23])[CH3:22])=[CH:6][CH:5]=1)[CH:2]=[CH2:3] |f:3.4|. Procedure: A solution of 5 parts of 8-allyl-5-(3-methyl-n-butoxy)-4-oxo-4H-1-benzopyran-2-carboxylic acid and 1.35 parts of piperidine in 50 parts of ethanol was refluxed for 2 hours. The resulting solution was filtered and evaporated to an oil which was dissolved in dry benzene. The benzene solution was evaporated to give an oil which was triturated with petroleum ether (b.p. 40°-60° C) to give 6 parts of 8-allyl-5-(3-methyl-n-butoxy)-4-oxo-4H-1-benzopyran-2-carboxylic acid piperidine salt as a white soli...